describe an organic reaction: reactants, conditions, products, and yield From a dataset of the Open Reaction Database (ORD), a public repository of structured organic reaction records. Reactants: ClC1=CC=CC=2OC3=C(C(=CC21)CO)C=CC=C3 ((1-chlorodibenz[b,f]oxepin-10-yl)-methanol), O (water), Br (hydrobromic acid). Product: BrCC1=CC2=C(OC3=C1C=CC=C3)C=CC=C2Cl (10-bromomethyl-1-chloro-dibenz[b,f]oxepine). Yield: 38.7%. As a reaction SMILES: [Cl:1][C:2]1[C:12]2[CH:11]=[C:10]([CH2:13]O)[C:9]3[CH:15]=[CH:16][CH:17]=[CH:18][C:8]=3[O:7][C:6]=2[CH:5]=[CH:4][CH:3]=1.O.[BrH:20]>>[Br:20][CH2:13][C:10]1[C:9]2[CH:15]=[CH:16][CH:17]=[CH:18][C:8]=2[O:7][C:6]2[CH:5]=[CH:4][CH:3]=[C:2]([Cl:1])[C:12]=2[CH:11]=1. Procedure details: 4.58 g (17.70 mmol) of (1-chlorodibenz[b,f]oxepin-10-yl)-methanol are heated under reflux in 50 ml of 48% hydrobromic acid for 2 hours. The mixture is cooled, water is added and the mixture is extracted 3× with ethyl acetate. The organic phases are washed with brine, dried over sodium sulfate and concentrated. 5.57 g of crude product are obtained which becomes solid on being left to stand (3 days). Recrystallisation from tert-butyl methyl ether/hexane yields 2.205 g (6.86 mmol)=38.7% of 10-bromo... The reactants are C(C1=CC=CC=C1)(=O)C=1C=C(C=CC1)C(C(=O)O)C ((±)-2-(3-Benzoylphenyl)propionic acid), CC([C@H](CN)C1=CC=CC=C1)C ((S)-(+)-3-methyl-2-phenylbutylamine). Solvent: C(C(C)C)C(=O)C (methyl isobutyl ketone). Reaction conditions: temperature 40 celsius. Product: C(C1=CC=CC=C1)(=O)C=1C=C(C=CC1)[C@@H](C(=O)O)C ((S)-(+)-2-(3-benzoylphenyl)propionic acid). Yield: 56.5%. RXN SMILES: [C:1]([C:9]1[CH:10]=[C:11]([CH:15]([CH3:19])[C:16]([OH:18])=[O:17])[CH:12]=[CH:13][CH:14]=1)(=[O:8])[C:2]1[CH:7]=[CH:6][CH:5]=[CH:4][CH:3]=1.CC(C)[C@@H](C1C=CC=CC=1)CN>C(C(C)=O)C(C)C>[C:1]([C:9]1[CH:10]=[C:11]([C@H:15]([CH3:19])[C:16]([OH:18])=[O:17])[CH:12]=[CH:13][CH:14]=1)(=[O:8])[C:2]1[CH:3]=[CH:4][CH:5]=[CH:6][CH:7]=1. Procedure details: (±)-2-(3-Benzoylphenyl)propionic acid (20.3 g, 80 mmol) was dissolved in methyl isobutyl ketone (hereinafter abbreviated to "MIBK") (90 g) with heating. Then, (S)-(+)-3-methyl-2-phenylbutylamine (6.68 g, 41 mmol) was added dropwise with stirring at 40° C. After completing the addition, the reaction solution was stirred at 40° C. for one hour and then cooled slowly to 10° C. over 6 hours. After stirring at 10° C. for 3 hours, the precipitated crystal was filtered and the filter cake was washed wi... Reactants: C(CC1=CC=CC=C1)[Mg]Cl (phenethyl magnesium chloride), FC1=C(C(=O)N(C)OC)C=CC=C1C(F)(F)F (2-fluoro-N-methoxy-N-methyl-3-trifluoromethyl-benzamide), Cl (HCl). Solvent: C1CCOC1 (THF). Run at time 2 hour. The product is FC1=C(C=CC=C1C(F)(F)F)C(CCC1=CC=CC=C1)=O (1-(2-fluoro-3-trifluoromethyl-phenyl)-3-phenyl-propan-1-one). As a reaction SMILES: [F:1][C:2]1[C:13]([C:14]([F:17])([F:16])[F:15])=[CH:12][CH:11]=[CH:10][C:3]=1[C:4](N(OC)C)=[O:5].[CH2:18]([Mg]Cl)[CH2:19][C:20]1[CH:25]=[CH:24][CH:23]=[CH:22][CH:21]=1.Cl>C1COCC1>[F:1][C:2]1[C:13]([C:14]([F:17])([F:16])[F:15])=[CH:12][CH:11]=[CH:10][C:3]=1[C:4](=[O:5])[CH2:18][CH2:19][C:20]1[CH:25]=[CH:24][CH:23]=[CH:22][CH:21]=1. Procedure details: To a cooled (0° C.) solution of 2-fluoro-N-methoxy-N-methyl-3-trifluoromethyl-benzamide (5.0 g, 20 mmol) in THF (50 ml) was added phenethyl magnesium chloride (50 ml of 1.0M in THF) and the reaction was warmed to r.t. After 2 hr, the reaction was poured into 2N HCl and extracted with ether. The organic layer was dried (MgSO4), and concentrated and the product was purified by column chromatography (eluent 5% EtOAc/Hexane) to give 1-(2-fluoro-3-trifluoromethyl-phenyl)-3-phenyl-propan-1-one as a cl... RXN SMILES: [CH2:45]1[O:46][CH2:47][CH2:48][CH2:49]1.[CH3:16][N:17]([CH2:18][CH:19]=[CH:20][C:21](=[O:22])[OH:23])[CH3:24].[CH3:25][CH2:26][N:27]=[C:28]=[N:29][CH2:30][CH2:31][CH2:32][N:33]([CH3:34])[CH3:35].[CH3:50][N:51]([c:52]1[cH:53][cH:54][n:55][cH:56][cH:57]1)[CH3:58].[CH:36]([N:37]([CH:38]([CH3:39])[CH3:40])[CH2:41][CH3:42])([CH3:43])[CH3:44].[Cl:1][c:2]1[c:3]2[c:4]([n:5][cH:6][n:7]1)[s:8][c:9]1[c:10]2[CH2:11][CH2:12][NH:13][CH2:14]1.[ClH:15]>>[Cl:1][c:2]1[c:3]2[c:4]([n:5][cH:6][n:7]1)[s:8][c:9]1[c:10]2[CH2:11][CH2:12][N:13]([C:21]([CH:20]=[CH:19][CH2:18][N:17]([CH3:16])[CH3:24])=[O:22])[CH2:14]1. Starting materials: C1CCOC1, CN(C)CC=CC(=O)O, CCN=C=NCCCN(C)C, CN(C)c1ccncc1, CCN(C(C)C)C(C)C, Clc1ncnc2sc3c(c12)CCNC3, Cl. Product: CN(C)CC=CC(=O)N1CCc2c(sc3ncnc(Cl)c23)C1. Conditions: temperature 20 celsius. Reactants: C(C1=CC=CC=C1)N1C(N2[C@@H](SC[C@H]2C1O)C1=CC=CC=C1)=O (6-benzyl-7-hydroxy-3-phenyl-(3S, 7aR)-perhydroimidazo[1,5-C][1,3]thiazol-5-one), ( 6 ), C[Si](OC1=CCCCC1)(C)C (1-trimethylsilyloxy-1-cyclohexene), B(F)(F)F.CCOCC (BF3.Et2O). Procedure details: To a solution of compound 6-benzyl-7-hydroxy-3-phenyl-(3S, 7aR)-perhydroimidazo[1,5-C][1,3]thiazol-5-one of formula (6) (0.326 parts, 1 mmol) in dichloromethane (10 parts) was added 1-trimethylsilyloxy-1-cyclohexene (0.340 parts. 2 mmol). Then the solution was cooled to 20° C., and Lewis acid for example BF3.Et2O (0.142 parts, 1 mmol) was added drop wise. The reaction mixture was stirred at 20° C. for 10 mints. and the reaction mixture was quenched with saturated ammonium chloride (10 parts). Th... The product is C(C1=CC=CC=C1)N1C(N2[C@@H](SC[C@H]2[C@@H]1C1C(CCCC1)=O)C1=CC=CC=C1)=O (6-benzyl-7-(2-oxocyclohexyl)-3-phenyl-(3S, 7S, 7aR)-perhydroimidazo[1,5-C][1,3]-thiazol-5-one), ( 7d ). As a reaction SMILES: [CH2:1]([N:8]1[CH:15](O)[C@H:14]2[N:10]([C@H:11]([C:17]3[CH:22]=[CH:21][CH:20]=[CH:19][CH:18]=3)[S:12][CH2:13]2)[C:9]1=[O:23])[C:2]1[CH:7]=[CH:6][CH:5]=[CH:4][CH:3]=1.C[Si](C)(C)[O:26][C:27]1[CH2:32][CH2:31][CH2:30][CH2:29][CH:28]=1.B(F)(F)F.CCOCC>ClCCl.CCOCC>[CH2:1]([N:8]1[C@@H:15]([CH:28]2[CH2:29][CH2:30][CH2:31][CH2:32][C:27]2=[O:26])[C@H:14]2[N:10]([C@H:11]([C:17]3[CH:22]=[CH:21][CH:20]=[CH:19][CH:18]=3)[S:12][CH2:13]2)[C:9]1=[O:23])[C:2]1[CH:7]=[CH:6][CH:5]=[CH:4][CH:3]=1 |f:2.3|. The solvent is ClCCl (dichloromethane), CCOCC (ether). Starting materials: C1CCOC1, CO, Nc1cccc([N+](=O)[O-])c1, CSc1ncnc2cc(N)ncc12. Yields the product Nc1cccc(Nc2ncnc3cc(N)ncc23)c1. Reaction SMILES: [CH2:26]1[O:27][CH2:28][CH2:29][CH2:30]1.[CH3:24][OH:25].[N+:14]([O-:15])(=[O:16])[c:17]1[cH:18][c:19]([NH2:20])[cH:21][cH:22][cH:23]1.[NH2:1][c:2]1[cH:3][c:4]2[n:5][cH:6][n:7][c:8]([S:12][CH3:13])[c:9]2[cH:10][n:11]1>>[NH2:1][c:2]1[cH:3][c:4]2[n:5][cH:6][n:7][c:8]([NH:14][c:17]3[cH:18][c:19]([NH2:20])[cH:21][cH:22][cH:23]3)[c:9]2[cH:10][n:11]1. Starting materials: C(C)(C)(C)OC(=O)N1C(=CC2=CC(=CC=C12)S(=O)(=O)N1CCN(CC1)C)B(O)O (1-(tert-butoxycarbonyl)-5-[(4-methylpiperazin-1-yl)sulfonyl]-1H-indol-2-ylboronic acid), IC=1C(NC2=CC=CC=C2C1)=O (3-Iodo-1H-quinolin-2-one), C(C)(C)(C)OC(=O)N1C(=CC2=CC(=CC=C12)S(=O)(=O)N1CCN(CC1)C)B(O)O (1-(tert-butoxycarbonyl)-5-[(4-methylpiperazin-1-yl)sulfonyl]-1H-indol-2-ylboronic acid), [Cl-].[Li+] (lithium chloride), C([O-])([O-])=O.[Na+].[Na+] (sodium carbonate). Reagents/catalysts: C=1C=CC(=CC1)[P](C=2C=CC=CC2)(C=3C=CC=CC3)[Pd]([P](C=4C=CC=CC4)(C=5C=CC=CC5)C=6C=CC=CC6)([P](C=7C=CC=CC7)(C=8C=CC=CC8)C=9C=CC=CC9)[P](C=1C=CC=CC1)(C=1C=CC=CC1)C=1C=CC=CC1 (tetrakis(triphenylphosphine)palladium). The solvent is O1CCOCC1 (dioxane). Reaction conditions: time 45 minute. Product: CN1CCN(CC1)S(=O)(=O)C=1C=C2C=C(NC2=CC1)C=1C(NC2=CC=CC=C2C1)=O (3-{5-[(4-methylpiperazin-1-yl)sulfonyl]-1H-indol-2-yl}quinolin-2(1H)-one). As a reaction SMILES: I[C:2]1[C:3](=[O:12])[NH:4][C:5]2[C:10]([CH:11]=1)=[CH:9][CH:8]=[CH:7][CH:6]=2.C(OC([N:20]1[C:28]2[C:23](=[CH:24][C:25]([S:29]([N:32]3[CH2:37][CH2:36][N:35]([CH3:38])[CH2:34][CH2:33]3)(=[O:31])=[O:30])=[CH:26][CH:27]=2)[CH:22]=[C:21]1B(O)O)=O)(C)(C)C.[Cl-].[Li+].C(=O)([O-])[O-].[Na+].[Na+]>O1CCOCC1.C1C=CC([P]([Pd]([P](C2C=CC=CC=2)(C2C=CC=CC=2)C2C=CC=CC=2)([P](C2C=CC=CC=2)(C2C=CC=CC=2)C2C=CC=CC=2)[P](C2C=CC=CC=2)(C2C=CC=CC=2)C2C=CC=CC=2)(C2C=CC=CC=2)C2C=CC=CC=2)=CC=1>[CH3:38][N:35]1[CH2:36][CH2:37][N:32]([S:29]([C:25]2[CH:24]=[C:23]3[C:28](=[CH:27][CH:26]=2)[NH:20][C:21]([C:2]2[C:3](=[O:12])[NH:4][C:5]4[C:10]([CH:11]=2)=[CH:9][CH:8]=[CH:7][CH:6]=4)=[CH:22]3)(=[O:31])=[O:30])[CH2:33][CH2:34]1 |f:2.3,4.5.6,^1:59,61,80,99|. Procedure: A solution of 3-iodo-1H-quinolin-2-one (1-3, 1.50 g, 5.53 mmol, 1 equiv), 1-(tert-butoxycarbonyl)-5-[(4-methylpiperazin-1-yl)sulfonyl]-1H-indol-2-ylboronic acid (1-10, 2.00 g, 4.72 mmol, 0.854 equiv), lithium chloride (0.704 g, 16.6 mmol, 3.00 equiv), tetrakis(triphenylphosphine)palladium (0.320 g, 0.277 mmol, 0.050 equiv), and aqueous sodium carbonate solution (2 M, 13.8 mL, 27.6 mmol, 5.00 equiv) in dioxane (50 mL) was heated at 90° C. for 1 hour. 1-(tert-Butoxycarbonyl)-5-[(4-methylpiperazin-...